Dataset: the Open Reaction Database (ORD), a public repository of structured organic reaction records. Task: describe an organic reaction: reactants, conditions, products, and yield Starting materials: ClC=1C=C(C=CC1Cl)[C@H](CC=C)[C@@H]1NC(OC1)=O (4(S)-(1(S)-(3,4-dichlorophenyl)-3-butenyl)-2-oxazolidinone), [H-].[Na+] (NaH), CI (MeI). Solvent: O (H2O), CN(C)C=O (DMF). Reaction conditions: temperature 70 celsius, time 14 hour. Yields the product ClC=1C=C(C=CC1Cl)[C@H](CC=C)[C@@H]1N(C(OC1)=O)C (4(S)-(1(S)-(3,4-Dichlorophenyl)-3-butenyl)-3-methyl-2-oxazolidinone). Yield: 85.6%. Reaction SMILES: [Cl:1][C:2]1[CH:3]=[C:4]([C@@H:9]([C@H:13]2[CH2:17][O:16][C:15](=[O:18])[NH:14]2)[CH2:10][CH:11]=[CH2:12])[CH:5]=[CH:6][C:7]=1[Cl:8].[H-].[Na+].[CH3:21]I>CN(C=O)C.O>[Cl:1][C:2]1[CH:3]=[C:4]([C@@H:9]([C@H:13]2[CH2:17][O:16][C:15](=[O:18])[N:14]2[CH3:21])[CH2:10][CH:11]=[CH2:12])[CH:5]=[CH:6][C:7]=1[Cl:8] |f:1.2|. Procedure: To a solution of 4(S)-(1(S)-(3,4-dichlorophenyl)-3-butenyl)-2-oxazolidinone (3.25 g, 11.4 mmol) in DMF (25 mL) at room temp was added NaH (573 mg, 95%, 22.7 mmol). The mixture was stirred for 20 min whereupon MeI (3.54 mL, 57.0 mmol) freshly filtered through basic alumina was added and the resultant reaction mixture was stirred at 70° C. for 14 h. The cooled reaction mixture was diluted with H2O (250 mL) and extracted with EtOAc (3×125 mL). The combined organic extracts were washed with H2O (3×1... Reactants: CC1=CC=C(C=C1)C=1C(N1)(C)C (3-(p-methylphenyl)-2,2-dimethyl-2H-azirine), C(=C)C1=CC=NC=C1 (4-vinylpyridine), C1=CC(=CC=C1O)O (p-hydroquinone). Run in C1=CC=CC=C1 (benzene). Yields the product CC1=CC=C(C=C1)C1=NC(C(C1)C1=CC=NC=C1)(C)C (4-[2-(p-methylphenyl)-5,5-dimethyl-1-pyrrolin-4-yl]-pyridine). Reaction SMILES: [CH3:1][C:2]1[CH:7]=[CH:6][C:5]([C:8]2[C:9]([CH3:12])([CH3:11])[N:10]=2)=[CH:4][CH:3]=1.[CH:13]([C:15]1[CH:20]=[CH:19][N:18]=[CH:17][CH:16]=1)=[CH2:14].C1C(O)=CC=C(O)C=1>C1C=CC=CC=1>[CH3:1][C:2]1[CH:3]=[CH:4][C:5]([C:8]2[CH2:14][CH:13]([C:15]3[CH:20]=[CH:19][N:18]=[CH:17][CH:16]=3)[C:9]([CH3:11])([CH3:12])[N:10]=2)=[CH:6][CH:7]=1. Procedure: 16 G. of 3-(p-methylphenyl)-2,2-dimethyl-2H-azirine and 26 g. of freshly distilled 4-vinylpyridine are irradiated in 2 l. of absolute benzene for 6 hours under the conditions given in Example 11 with the addition of 0.05 g. of p-hydroquinone. After evaporation of the solution under reduced pressure there remains a brown oil from which the excess 4-vinylpyridine is distilled off at 41°-42° C. and 0.01 Torr. The residue is taken up in a small amount of acetone. The crude crystallizate obtained fro...